Dataset: the Open Reaction Database (ORD), a public repository of structured organic reaction records. Task: describe an organic reaction: reactants, conditions, products, and yield Starting materials: Cl (hydrochloric acid), CC1=CC=C(C=C1)C1SC[C@H](N1)C(=O)O ((4R)-2-(4-methylphenyl)-4-thiazolidinecarboxylic acid), C([O-])([O-])=O.[Na+].[Na+] (sodium carbonate), C(C1=CC=CC=C1)(=O)SC[C@@H](C(=O)Cl)C ((2S)-S-benzoyl-3-mercapto-2-methylpropanoyl chloride). Run in O (water). Product: C(C1=CC=CC=C1)(=O)SC[C@H](C(=O)N1C(SC[C@H]1C(=O)O)C1=CC=C(C=C1)C)C ((4R)-3-[(2S)-S-Benzoyl-3-mercapto-2-methylpropanoyl]-2-(4-methylphenyl)-4-thiazolidinecarboxylic acid). As a reaction SMILES: [CH3:1][C:2]1[CH:7]=[CH:6][C:5]([CH:8]2[NH:12][C@H:11]([C:13]([OH:15])=[O:14])[CH2:10][S:9]2)=[CH:4][CH:3]=1.C(=O)([O-])[O-].[Na+].[Na+].[C:22]([S:30][CH2:31][C@H:32]([CH3:36])[C:33](Cl)=[O:34])(=[O:29])[C:23]1[CH:28]=[CH:27][CH:26]=[CH:25][CH:24]=1.Cl>O>[C:22]([S:30][CH2:31][C@@H:32]([CH3:36])[C:33]([N:12]1[C@H:11]([C:13]([OH:15])=[O:14])[CH2:10][S:9][CH:8]1[C:5]1[CH:4]=[CH:3][C:2]([CH3:1])=[CH:7][CH:6]=1)=[O:34])(=[O:29])[C:23]1[CH:28]=[CH:27][CH:26]=[CH:25][CH:24]=1 |f:1.2.3|. Procedure: 4.5 g of (4R)-2-(4-methylphenyl)-4-thiazolidinecarboxylic acid and 4.3 g of sodium carbonate are dissolved in 25 ml of water and 4.9 g of (2S)-S-benzoyl-3-mercapto-2-methylpropanoyl chloride is added dropwise while stirring under ice-cooling. After the addition, the mixture is stirred under ice-cooling for 1 hour and acidified with dilute hydrochloric acid. The produced oil is extracted with ethyl acetate. The ethyl acetate layer is washed with saturated sodium chloride solution, dried over anhy...